Dataset: the Open Reaction Database (ORD), a public repository of structured organic reaction records. Task: describe an organic reaction: reactants, conditions, products, and yield Reactants: ClC=1C=2N(C=CC1C1=CC=C(C=C1)C)C(NN2)=O (8-chloro-7-p-tolyl-[1,2,4]triazolo[4,3-a]pyridin-3(2H)-one), BrCC1=CC=C(C=C1)C(F)(F)F (1-(bromomethyl)-4-(trifluoromethyl)benzene), C(=O)([O-])[O-].[K+].[K+] (K2CO3). Solvent: CC(=O)C (acetone). Product: FC(C1=CC=C(CN2N=C3N(C=CC(=C3Cl)C3=CC=C(C=C3)C)C2=O)C=C1)(F)F (2-(4-(trifluoromethyl)benzyl)-8-chloro-7-p-tolyl-[1,2,4]triazolo[4,3-a]pyridin-3(2H)-one). Yield: 62.6%. As a reaction SMILES: [Cl:1][C:2]1[C:3]2[N:4]([C:15](=[O:18])[NH:16][N:17]=2)[CH:5]=[CH:6][C:7]=1[C:8]1[CH:13]=[CH:12][C:11]([CH3:14])=[CH:10][CH:9]=1.Br[CH2:20][C:21]1[CH:26]=[CH:25][C:24]([C:27]([F:30])([F:29])[F:28])=[CH:23][CH:22]=1.C([O-])([O-])=O.[K+].[K+]>CC(C)=O>[F:28][C:27]([F:29])([F:30])[C:24]1[CH:25]=[CH:26][C:21]([CH2:20][N:16]2[C:15](=[O:18])[N:4]3[CH:5]=[CH:6][C:7]([C:8]4[CH:9]=[CH:10][C:11]([CH3:14])=[CH:12][CH:13]=4)=[C:2]([Cl:1])[C:3]3=[N:17]2)=[CH:22][CH:23]=1 |f:2.3.4|. Reported procedure: To a stirred solution of 8-chloro-7-p-tolyl-[1,2,4]triazolo[4,3-a]pyridin-3(2H)-one (100 mg, 0.39 mmol) in acetone (10 mL) at room temperature under argon was added 1-(bromomethyl)-4-(trifluoromethyl)benzene (111 mg, 0.46 mmol), followed by K2CO3 (107 mg, 0.77 mmol). The resulting suspension was heated at reflux overnight. Analysis by HPLC/MS indicated that starting material had been consumed. After cooling the reaction mixture to room temperature, most of the solvent was removed under reduced p... Starting materials: [Na] (sodium), C(C(=O)C)C1=CC=C(OC2=C(C(NC2=O)=O)O)C=C1 (4-(4-acetonylphenoxy)-3-hydroxy-1H-pyrrole-2,5-dione), NC1=C(C=C(C=C1Cl)C(CN)O)Cl (2-(4-amino-3,5-dichlorophenyl)-2-hydroxy ethylamine), C(#N)[BH3-].[Na+] (sodium cyanoborohydride). Run in CO (methanol). Procedure: A solution of the sodium salt of 4-(4-acetonylphenoxy)-3-hydroxy-1H-pyrrole-2,5-dione (1.41 g) and 2-(4-amino-3,5-dichlorophenyl)-2-hydroxy ethylamine (1.0 g) in methanol was treated with sodium cyanoborohydride (0.35 g) and stirred at ambient temperature for 18 hours. The solvent was removed in vacuo, the residue dissolved in acetone and purified by column chromatography on silica using acetone as eluent followed by methanol after the elution of fast-running impurities. The solid obtained was w... Product: O.NC1=C(C=C(C(CNC(CC2=CC=C(OC3=C(C(NC3=O)=O)O)C=C2)C)O)C=C1Cl)Cl.NC1=C(C=C(C(CNC(CC2=CC=C(OC3=C(C(NC3=O)=O)O)C=C2)C)O)C=C1Cl)Cl (4-[4-[2-[(4-amino-3,5-dichloro-β-hydroxyphenethyl)amino]propyl]phenoxy]-3-hydroxy-1H-pyrrole-2,5-dione hemihydrate). RXN SMILES: [Na].[CH2:2]([C:6]1[CH:20]=[CH:19][C:9]([O:10][C:11]2[C:15](=[O:16])[NH:14][C:13](=[O:17])[C:12]=2[OH:18])=[CH:8][CH:7]=1)[C:3]([CH3:5])=[O:4].[NH2:21][C:22]1[C:27]([Cl:28])=[CH:26][C:25]([CH:29]([OH:32])[CH2:30][NH2:31])=[CH:24][C:23]=1[Cl:33].C([BH3-])#N.[Na+]>CO>[OH2:4].[NH2:21][C:22]1[C:23]([Cl:33])=[CH:24][C:25]([CH:29]([OH:32])[CH2:30][NH:31][CH:3]([CH3:5])[CH2:2][C:6]2[CH:20]=[CH:19][C:9]([O:10][C:11]3[C:15](=[O:16])[NH:14][C:13](=[O:17])[C:12]=3[OH:18])=[CH:8][CH:7]=2)=[CH:26][C:27]=1[Cl:28].[NH2:21][C:22]1[C:23]([Cl:33])=[CH:24][C:25]([CH:29]([OH:32])[CH2:30][NH:31][CH:3]([CH3:5])[CH2:2][C:6]2[CH:20]=[CH:19][C:9]([O:10][C:11]3[C:15](=[O:16])[NH:14][C:13](=[O:17])[C:12]=3[OH:18])=[CH:8][CH:7]=2)=[CH:26][C:27]=1[Cl:28] |f:3.4,6.7.8,^1:0|. Conditions: time 18 hour. Product: CC(=O)CCCc1ccc([N+](=O)[O-])cc1. RXN SMILES: [C:1]([CH3:2])(=[O:3])[CH:4]([C:5]([OH:6])=[O:7])[CH2:8][CH2:9][c:10]1[cH:11][cH:12][c:13]([N+:16](=[O:17])[O-:18])[cH:14][cH:15]1.[CH2:20]1[O:21][CH2:22][CH2:23][CH2:24]1.[ClH:19]>>[C:1]([CH3:2])(=[O:3])[CH2:4][CH2:8][CH2:9][c:10]1[cH:11][cH:12][c:13]([N+:16](=[O:17])[O-:18])[cH:14][cH:15]1. Reactants: CC(=O)C(CCc1ccc([N+](=O)[O-])cc1)C(=O)O, C1CCOC1, Cl. Reactants: C1(=CC=CC=C1)OC(NC1CCC(CC1)(C1=CC=CC=C1)N(C)C)=O ((4-dimethylamino-4-phenylcyclohexyl)-carbamic acid phenyl ester), N1CCC(CC1)C1=CNC2=CC=CC=C12 (3-piperidine-4-yl-1H-indole). Run in O1CCOCC1 (dioxane). Product: CN(C1(CCC(CC1)NC(=O)N1CCC(CC1)C1=CNC2=CC=CC=C12)C1=CC=CC=C1)C (4-(1H-indol-3-yl)piperidine-1-carboxylic acid-(4-dimethylamino-4-phenylcyclohexyl)-amide). RXN SMILES: C1(O[C:8](=[O:25])[NH:9][CH:10]2[CH2:15][CH2:14][C:13]([N:22]([CH3:24])[CH3:23])([C:16]3[CH:21]=[CH:20][CH:19]=[CH:18][CH:17]=3)[CH2:12][CH2:11]2)C=CC=CC=1.[NH:26]1[CH2:31][CH2:30][CH:29]([C:32]2[C:40]3[C:35](=[CH:36][CH:37]=[CH:38][CH:39]=3)[NH:34][CH:33]=2)[CH2:28][CH2:27]1>O1CCOCC1>[CH3:24][N:22]([CH3:23])[C:13]1([C:16]2[CH:17]=[CH:18][CH:19]=[CH:20][CH:21]=2)[CH2:12][CH2:11][CH:10]([NH:9][C:8]([N:26]2[CH2:31][CH2:30][CH:29]([C:32]3[C:40]4[C:35](=[CH:36][CH:37]=[CH:38][CH:39]=4)[NH:34][CH:33]=3)[CH2:28][CH2:27]2)=[O:25])[CH2:15][CH2:14]1. Reported procedure: The polar diastereoisomer of (4-dimethylamino-4-phenylcyclohexyl)-carbamic acid phenyl ester (316 mg, 0.93 mmole) was added to a solution of 3-piperidine-4-yl-1H-indole (187 mg, 0.93 mmole) in dioxane (10 ml). The reaction mixture was then boiled under reflux for 32 hours. The reaction mixture was worked up by distilling off dioxane and diluting with water (10 ml). The reaction mixture was adjusted to pH 11 with 5M NaOH and extracted with EE (3×15 ml). The organic phase was dried with Na2SO4 and... Reactants: C[C@@]12CC[C@@H]3[C@@]([C@H]1CC[C@@]4(C25C=CC6([C@H]4CC(CC6)(C)C)OO5)C)(C[C@H]([C@@H](C3(C)C)O)O)C (baccatin), C[C@@]12CC[C@@H]3[C@@]([C@H]1CC[C@@]4(C25C=CC6([C@H]4CC(CC6)(C)C)OO5)C)(C[C@H]([C@@H](C3(C)C)O)O)C (baccatin), N-benzoyl-β-lactam Va-a, C[Si](C)(C)[N-][Si](C)(C)C.[Na+] (NaHMDS). The solvent is C1CCOC1 (THF), C(Cl)Cl (CH2Cl2). Yields the product C[C@@H]1CCC[C@@]2([C@@H]1C[C@@H]3CC[C@H]([C@@H](C3(C)C)CC2)C)C (taxane). The yield is 75.0%. As a reaction SMILES: C[C@]12C34OOC5(CCC(C)(C)C[C@H]5[C@]3(C)CC[C@@H:7]1[C@@:6]1(C)[CH2:25][C@@H:26](O)[C@H:27](O)[C:28]([CH3:30])([CH3:29])[C@@H:5]1[CH2:4][CH2:3]2)C=C4.C[Si]([N-][Si](C)(C)C)(C)C.[Na+]>C1COCC1.C(Cl)Cl>[CH3:7][C@H:6]1[C@H:5]2[CH2:4][C@H:3]3[C:28]([CH3:29])([CH3:27])[C@@H:5]([CH2:4][CH2:29][C@:28]2([CH3:30])[CH2:27][CH2:26][CH2:25]1)[C@H:6]([CH3:7])[CH2:25][CH2:26]3 |f:1.2|. Reported procedure: To a solution of baccatin IVa (79.6 mg, 0.09 mmol) and N-benzoyl-β-lactam Va-a-EE (45.8 mg, 0.14 mmol) in 3.0 mL of THF, was added NaHMDS 0.13 mL (1.2 eq, 0.85M soln. in THF) at -40° C. over the period of 30 min. TLC analysis of the reaction mixture revealed that baccatin IIIa was completely consumed. The reaction mixture was quenched with 10 mL saturated NH4Cl solution. The reaction mixture was extracted with ether (10 mL×3), then dichloromethane (10 mL), and the combined extracts were washed w...